From a dataset of the Open Reaction Database (ORD), a public repository of structured organic reaction records. describe an organic reaction: reactants, conditions, products, and yield The reactants are N1=C(C=CC=C1)CO (2-pyridinylmethanol), [H-].[Na+] (sodium hydride), oil, ClC=1N=CC(=NC1)C(=O)NC1=C(C=CC(=C1)C(=O)NC1CC1)C (5-chloro-N-{5-[(cyclopropylamino)carbonyl]-2-methylphenyl}-2-pyrazinecarboxamide). The solvent is CN1CCCC1=O (NMP). Reaction conditions: time 10 minute. Product: C1(CC1)NC(=O)C=1C=CC(=C(C1)NC(=O)C1=NC=C(N=C1)OCC1=NC=CC=C1)C (N-{5-[(cyclopropylamino)carbonyl]-2-methylphenyl}-5-(pyridin-2-ylmethoxy)pyrazine-2-carboxamide). Yield: 20.0%. As a reaction SMILES: [N:1]1[CH:6]=[CH:5][CH:4]=[CH:3][C:2]=1[CH2:7][OH:8].[H-].[Na+].Cl[C:12]1[N:13]=[CH:14][C:15]([C:18]([NH:20][C:21]2[CH:26]=[C:25]([C:27]([NH:29][CH:30]3[CH2:32][CH2:31]3)=[O:28])[CH:24]=[CH:23][C:22]=2[CH3:33])=[O:19])=[N:16][CH:17]=1>CN1C(=O)CCC1>[CH:30]1([NH:29][C:27]([C:25]2[CH:24]=[CH:23][C:22]([CH3:33])=[C:21]([NH:20][C:18]([C:15]3[CH:14]=[N:13][C:12]([O:8][CH2:7][C:2]4[CH:3]=[CH:4][CH:5]=[CH:6][N:1]=4)=[CH:17][N:16]=3)=[O:19])[CH:26]=2)=[O:28])[CH2:32][CH2:31]1 |f:1.2|. Procedure: To 2-pyridinylmethanol (300 μL) was added sodium hydride 60% dispersion in oil (20 mg, 1.39 mmol) under inert atmosphere and the mixture stirred at room temperature for 10 minutes. NMP (600 μL) was then added followed by 5-chloro-N-{5-[(cyclopropylamino)carbonyl]-2-methylphenyl}-2-pyrazinecarboxamide (100 mg, 0.303 mmol) and the resulting mixture stirred for 48 hrs. The solvent was evaporated under reduced pressure and the residue partitioned between saturated aqueous sodium bicarbonate and DCM.... The reactants are ClC1=CC(=C(C=C1C#N)C1=NC=CC2=CC(=CC=C12)S(=O)(=O)OC1=C(C(=C(C(=C1F)F)F)F)F)OC (perfluorophenyl 1-(4-chloro-5-cyano-2-methoxyphenyl)isoquinoline-6-sulfonate), S1N=CN=C1N (1,2,4-thiadiazol-5-amine), C([O-])([O-])=O.[Cs+].[Cs+] (cesium carbonate), C(C)#N (Acetonitrile). The solvent is CCOC(=O)C (EtOAc), Cl (HCl). Run at time 1 hour. The product is ClC1=CC(=C(C=C1C#N)C1=NC=CC2=CC(=CC=C12)S(=O)(=O)NC1=NC=NS1)OC (1-(4-chloro-5-cyano-2-methoxyphenyl)-N-(1,2,4-thiadiazol-5-yl)isoquinoline-6-sulfonamide). Yield: 58.6%. As a reaction SMILES: [Cl:1][C:2]1[C:7]([C:8]#[N:9])=[CH:6][C:5]([C:10]2[C:19]3[C:14](=[CH:15][C:16]([S:20]([O:23]C4C(F)=C(F)C(F)=C(F)C=4F)(=[O:22])=O)=[CH:17][CH:18]=3)[CH:13]=[CH:12][N:11]=2)=[C:4]([O:35][CH3:36])[CH:3]=1.[S:37]1[C:41]([NH2:42])=[N:40][CH:39]=[N:38]1.C(=O)([O-])[O-].[Cs+].[Cs+].C(#N)C>CCOC(C)=O.Cl>[Cl:1][C:2]1[C:7]([C:8]#[N:9])=[CH:6][C:5]([C:10]2[C:19]3[C:14](=[CH:15][C:16]([S:20]([NH:42][C:41]4[S:37][N:38]=[CH:39][N:40]=4)(=[O:23])=[O:22])=[CH:17][CH:18]=3)[CH:13]=[CH:12][N:11]=2)=[C:4]([O:35][CH3:36])[CH:3]=1 |f:2.3.4|. Reported procedure: A vial was charged with perfluorophenyl 1-(4-chloro-5-cyano-2-methoxyphenyl)isoquinoline-6-sulfonate (INTERMEDIATE VVVV, 154.38 mg, 0.285 mmol), 1,2,4-thiadiazol-5-amine (34.6 mg, 0.343 mmol), and cesium carbonate (279 mg, 0.856 mmol). Acetonitrile (1427 μl) was added, and the mixture was stirred for 1 h. The mixture was diluted with EtOAc and 0.5 N aq. HCl. The layers were separated, and the organic extract was washed with brine, dried over sodium sulfate, filtered, and concentrated. The residu... Starting materials: BrBr (bromine), COC1=CC=C(C=C1)C1=CSC=2C(C3=CC=CN3C21)=O (3-(4-methoxyphenyl)-8H-thieno[2.3-b]pyrrolizin-8-one). Solvent: C(Cl)(Cl)Cl (chloroform). Conditions: time 2 hour. Yields the product BrC1=CN2C3=C(C(C2=C1)=O)SC=C3C3=CC=C(C=C3)OC (6-Bromo-3-(4-methoxyphenyl)-8H-thieno[2,3-b]pyrrolizin-8-one). As a reaction SMILES: [Br:1]Br.[CH3:3][O:4][C:5]1[CH:10]=[CH:9][C:8]([C:11]2[C:21]3[N:20]4[C:16](=[CH:17][CH:18]=[CH:19]4)[C:15](=[O:22])[C:14]=3[S:13][CH:12]=2)=[CH:7][CH:6]=1>C(Cl)(Cl)Cl>[Br:1][C:18]1[CH:17]=[C:16]2[N:20]([C:21]3[C:11]([C:8]4[CH:7]=[CH:6][C:5]([O:4][CH3:3])=[CH:10][CH:9]=4)=[CH:12][S:13][C:14]=3[C:15]2=[O:22])[CH:19]=1. Reported procedure: 2.1 mmol of bromine are added to a solution of 1.8 mmol of 3-(4-methoxyphenyl)-8H-thieno[2.3-b]pyrrolizin-8-one in 50 ml of chloroform. After two hours' stirring the solvent is evaporated off under reduced pressure. Chromatography on silica gel (dichloromethane) allows the expected product to be isolated. Starting materials: O.[OH-].[Li+] (Lithium hydroxide hydrate), C1CCOC1.O (THF water), C(C1=CC=CC=C1)[C@H]1N(C(OC1)=O)C([C@@H](C1=CC=C(C=C1)Cl)[C@H]1N(CCC1)C(=O)OC(C)(C)C)=O ((S)-tert-butyl 2-((S)-2-((R)-4-benzyl-2-oxooxazolidin-3-yl)-1-(4-chlorophenyl)-2-oxoethyl)pyrrolidine-1-carboxylate), OO (hydrogen peroxide). Run in C1CCOC1 (THF). Reaction conditions: temperature 0 celsius. The product is C(C)(C)(C)OC(=O)N1[C@@H](CCC1)[C@@H](C(=O)O)C1=CC=C(C=C1)Cl ((S)-2-((S)-1-(tert-butoxycarbonyl)pyrrolidin-2-yl)-2-(4-chlorophenyl)acetic acid). Yield: 72.0%. As a reaction SMILES: [OH2:1].[OH-].[Li+].C1[CH2:8][O:7]CC1.O.OO.C([C@@H]1COC(=O)N1C(=O)[C@H:26]([C@@H:34]1[CH2:38][CH2:37][CH2:36][N:35]1[C:39]([O:41][C:42]([CH3:45])([CH3:44])[CH3:43])=[O:40])[C:27]1[CH:32]=[CH:31][C:30]([Cl:33])=[CH:29][CH:28]=1)C1C=CC=CC=1>C1COCC1>[C:42]([O:41][C:39]([N:35]1[CH2:36][CH2:37][CH2:38][C@H:34]1[C@H:26]([C:27]1[CH:32]=[CH:31][C:30]([Cl:33])=[CH:29][CH:28]=1)[C:8]([OH:7])=[O:1])=[O:40])([CH3:45])([CH3:43])[CH3:44] |f:0.1.2,3.4|. Procedure: Lithium hydroxide hydrate (0.0471 g, 1.12 mmol) was added to a solution of THF/water (3:1, 19 mL) and stirred until dissolved. The mixture was cooled to 0° C. and treated with 30% hydrogen peroxide (0.231 mL, 2.24 mmol) and stirred for 10 minutes. A solution of (S)-tert-butyl 2-((S)-2-((R)-4-benzyl-2-oxooxazolidin-3-yl)-1-(4-chlorophenyl)-2-oxoethyl)pyrrolidine-1-carboxylate (0.280 g, 0.561 mmol) in THF (2 mL) was added. The reaction was stirred for 30 minutes at 0° C. TLC did not show much prog... The reactants are [Al+3], [Cl-], [Cl-], [Cl-], ClCCl, O=C(Cl)CCl, O=C(N1CCc2ccccc2C1)C(F)(F)F, O. Yields the product O=C(CCl)c1ccc2c(c1)CN(C(=O)C(F)(F)F)CC2. RXN SMILES: [Al+3:2].[Cl-:1].[Cl-:3].[Cl-:4].[Cl:27][CH2:28][Cl:29].[Cl:5][CH2:6][C:7](=[O:8])[Cl:9].[F:10][C:11]([C:12](=[O:13])[N:14]1[CH2:15][c:16]2[cH:17][cH:18][cH:19][cH:20][c:21]2[CH2:22][CH2:23]1)([F:24])[F:25].[OH2:26]>>[Cl:5][CH2:6][C:7](=[O:8])[c:18]1[cH:17][c:16]2[c:21]([cH:20][cH:19]1)[CH2:22][CH2:23][N:14]([C:12]([C:11]([F:10])([F:24])[F:25])=[O:13])[CH2:15]2. The reactants are CC#N, CC(C)NC(C)C, Clc1ncnc2nc[nH]c12, O, CCCCCCCNCCCCCSc1nc(-c2ccccc2)c(-c2ccccc2)[nH]1. Product: CCCCCCCN(CCCCCSc1nc(-c2ccccc2)c(-c2ccccc2)[nH]1)c1ncnc2nc[nH]c12. Reaction SMILES: [CH3:50][C:51]#[N:52].[CH:42]([NH:43][CH:44]([CH3:45])[CH3:46])([CH3:47])[CH3:48].[Cl:32][c:33]1[c:34]2[nH:35][cH:36][n:37][c:38]2[n:39][cH:40][n:41]1.[OH2:49].[c:1]1(-[c:7]2[n:8][c:9]([S:18][CH2:19][CH2:20][CH2:21][CH2:22][CH2:23][NH:24][CH2:25][CH2:26][CH2:27][CH2:28][CH2:29][CH2:30][CH3:31])[nH:10][c:11]2-[c:12]2[cH:13][cH:14][cH:15][cH:16][cH:17]2)[cH:2][cH:3][cH:4][cH:5][cH:6]1>>[c:1]1(-[c:7]2[n:8][c:9]([S:18][CH2:19][CH2:20][CH2:21][CH2:22][CH2:23][N:24]([CH2:25][CH2:26][CH2:27][CH2:28][CH2:29][CH2:30][CH3:31])[c:33]3[c:34]4[nH:35][cH:36][n:37][c:38]4[n:39][cH:40][n:41]3)[nH:10][c:11]2-[c:12]2[cH:13][cH:14][cH:15][cH:16][cH:17]2)[cH:2][cH:3][cH:4][cH:5][cH:6]1. Reactants: ClC1=C(C(=O)N(C(C(C)(C)C)OC)CC)C(=CC=C1)[Si](C)(C)C (2-Chloro-N-ethyl-N-(1-methoxy-2,2-dimethylpropyl)-6-(trimethylsilyl)benzamide), CN(C)CCN(C)C (TMEDA), [Li]C(C)(C)C (t-BuLi), CCCCC (pentane), BrCCBr (1,2-dibromoethane). The solvent is C1CCOC1 (THF), C(=O)(O)[O-].[Na+] (NaHCO3). Run at temperature -20 celsius. The product is CN(C=1C=CC(=C(C(=O)N(C(C(C)(C)C)OC)CC)C1)[Si](C)(C)C)C (5-(Dimethylamino)-N-ethyl-N-(1-methoxy-2,2-dimethylpropyl)-2-(trimethylsilyl)benzamide). RXN SMILES: Cl[C:2]1[CH:19]=[CH:18][CH:17]=[C:16]([Si:20]([CH3:23])([CH3:22])[CH3:21])[C:3]=1[C:4]([N:6]([CH2:14][CH3:15])[CH:7]([O:12][CH3:13])[C:8]([CH3:11])([CH3:10])[CH3:9])=[O:5].[CH3:24][N:25](CCN(C)C)[CH3:26].[Li]C(C)(C)C.CCCCC.BrCCBr>C1COCC1.C([O-])(O)=O.[Na+]>[CH3:24][N:25]([CH3:26])[C:19]1[CH:18]=[CH:17][C:16]([Si:20]([CH3:23])([CH3:22])[CH3:21])=[C:3]([CH:2]=1)[C:4]([N:6]([CH2:14][CH3:15])[CH:7]([O:12][CH3:13])[C:8]([CH3:11])([CH3:10])[CH3:9])=[O:5] |f:6.7|. Procedure details: A solution of the compound of Example 201 (0.72 g, 2.0 mmol) and TMEDA (1.20 mL, 8.0 mmol) in THF (30 mL) at -78° C. was treated with a solution of 1.7M t-BuLi in pentane (5.6 mL, 9.6 mmol) and allowed to slowly warm to -20° C. over 4 h. The reaction was quenched with 1,2-dibromoethane (0.86 mL, 10 mmol), was diluted with sat NaHCO3, extracted with ether, the organic layers washed with brine, dried (MgSO4) and concentrated to afford the title compound. The crude product was purified by RC (ethyl... The reactants are CN1CCNCC1, CS(=O)(=O)C(=C1CN(C(c2ccc(Cl)cc2)c2ccc(CCl)cc2)C1)c1cc(F)cc(F)c1, ClCCl. Product: CN1CCN(Cc2ccc(C(c3ccc(Cl)cc3)N3CC(=C(c4cc(F)cc(F)c4)S(C)(=O)=O)C3)cc2)CC1. RXN SMILES: [CH3:34][N:35]1[CH2:36][CH2:37][NH:38][CH2:39][CH2:40]1.[Cl:1][CH2:2][c:3]1[cH:4][cH:5][c:6]([CH:9]([N:10]2[CH2:11][C:12](=[C:14]([S:15](=[O:16])(=[O:17])[CH3:18])[c:19]3[cH:20][c:21]([F:26])[cH:22][c:23]([F:25])[cH:24]3)[CH2:13]2)[c:27]2[cH:28][cH:29][c:30]([Cl:33])[cH:31][cH:32]2)[cH:7][cH:8]1.[Cl:41][CH2:42][Cl:43]>>[CH2:2]([c:3]1[cH:4][cH:5][c:6]([CH:9]([N:10]2[CH2:11][C:12](=[C:14]([S:15](=[O:16])(=[O:17])[CH3:18])[c:19]3[cH:20][c:21]([F:26])[cH:22][c:23]([F:25])[cH:24]3)[CH2:13]2)[c:27]2[cH:28][cH:29][c:30]([Cl:33])[cH:31][cH:32]2)[cH:7][cH:8]1)[N:38]1[CH2:37][CH2:36][N:35]([CH3:34])[CH2:40][CH2:39]1. Reactants: solution, C1(CCCC1)[Mg]Br (cyclopentylmagnesium bromide), C(C)OCC (diethyl ether), [Cl-].[NH4+] (ammonium chloride), O1C(=CC=C1)C=1N=C(SC1C(N(C)OC)=O)NC(=O)C1=CC=NC=C1 (N-[4-(2-Furyl)-5-(N-methoxy-N-methylcarbamoyl)thiazol-2-yl]pyridine-4-carboxamide). Run in C1CCOC1 (THF). Conditions: time 1.5 hour. Product: C1(CCCC1)C(=O)C1=C(N=C(S1)NC(=O)C1=CC=NC=C1)C=1OC=CC1 (N-[5-(Cyclopentylcarbonyl)-4-(2-furyl)thiazol-2-yl]-pyridine-4-carboxamide). Isolated yield 7.0%. Reaction SMILES: [O:1]1[CH:5]=[CH:4][CH:3]=[C:2]1[C:6]1[N:7]=[C:8]([NH:17][C:18]([C:20]2[CH:25]=[CH:24][N:23]=[CH:22][CH:21]=2)=[O:19])[S:9][C:10]=1[C:11](=[O:16])N(OC)C.[CH:26]1([Mg]Br)[CH2:30][CH2:29][CH2:28][CH2:27]1.C(OCC)C.[Cl-].[NH4+]>C1COCC1>[CH:26]1([C:11]([C:10]2[S:9][C:8]([NH:17][C:18]([C:20]3[CH:21]=[CH:22][N:23]=[CH:24][CH:25]=3)=[O:19])=[N:7][C:6]=2[C:2]2[O:1][CH:5]=[CH:4][CH:3]=2)=[O:16])[CH2:30][CH2:29][CH2:28][CH2:27]1 |f:3.4|. Procedure details: Compound 98 (74.0 mg, 0.207 mmol) was dissolved in THF (1.5 mL), and a 2 mol/L solution of cyclopentylmagnesium bromide in diethyl ether (0.500 mL, 1.00 mmol) was added thereto under ice-cooling, followed by stirring at room temperature for 1.5 hours. A saturated aqueous solution of ammonium chloride was added to the reaction mixture, followed by extraction with chloroform. The organic layer was washed with a saturated aqueous solution of sodium chloride and dried over anhydrous magnesium sulfat...